From a dataset of the Open Reaction Database (ORD), a public repository of structured organic reaction records. describe an organic reaction: reactants, conditions, products, and yield Starting materials: C(C1=CC=CC=C1)OC(=O)C1=C(N(C2=CC=C(C=C12)OCCCl)C)C (1-Methyl-5-(2-chloro-ethoxy)-2-methyl-1H-indole-3-carboxylic acid benzyl ester), ArH, C(C)NCC (diethylamine), C([O-])([O-])=O.[K+].[K+] (potassium carbonate), [I-].[K+] (potassium iodide), C(C)NCC (diethylamine), ArH, ArH, ArCH3, ArH, [K+].[Br-] (KBr). Solvent: CN(C)C=O (DMF), O (water), CC#N (CH3CN). Conditions: temperature 100 celsius, time 21 hour. Product: C(C1=CC=CC=C1)OC(=O)C1=C(N(C2=CC=C(C=C12)OCCN(CC)CC)C)C (1-Methyl-5-(2-diethylamino-ethoxy)-2-methyl-1H-indole-3-carboxylic acid benzyl ester). As a reaction SMILES: [CH2:1]([O:8][C:9]([C:11]1[C:19]2[C:14](=[CH:15][CH:16]=[C:17]([O:20][CH2:21][CH2:22]Cl)[CH:18]=2)[N:13]([CH3:24])[C:12]=1[CH3:25])=[O:10])[C:2]1[CH:7]=[CH:6][CH:5]=[CH:4][CH:3]=1.C(=O)([O-])[O-].[K+].[K+].[I-].[K+].[CH2:34]([NH:36][CH2:37][CH3:38])[CH3:35].[K+].[Br-]>CN(C=O)C.O.CC#N>[CH2:1]([O:8][C:9]([C:11]1[C:19]2[C:14](=[CH:15][CH:16]=[C:17]([O:20][CH2:21][CH2:22][N:36]([CH2:37][CH3:38])[CH2:34][CH3:35])[CH:18]=2)[N:13]([CH3:24])[C:12]=1[CH3:25])=[O:10])[C:2]1[CH:7]=[CH:6][CH:5]=[CH:4][CH:3]=1 |f:1.2.3,4.5,7.8|. Procedure: To a mixture of 1-methyl-5-(2-chloro-ethoxy)-2-methyl-1H-indole-3-carboxylic acid benzyl ester (0.576 mmol, 0.206 g, Example 8, Step A) in 5.76 mL of DMF was added potassium carbonate (0.576 mmol, 0.080 g), potassium iodide (0.0576 mmol, 0.010 g), and diethylamine (2.30 mmol, 0.238 mL, Aldrich). The mixture was heated at 100° C. for 20 hours, an additional 2.30 mmol of diethylamine was added and heating was continued for 21 hours. The solution was cooled to room temperature, diluted with water (... Procedure details: A stirred suspension of 5.27 g of ethyl 2-(2-chloro-6,7-difluoroquinoline-3-carbonyl)-3-cyclopropylaminoacrylate in 2.22 g of 1,8-diazabicyclo[5.4.0]undec-7-ene (DBU) and 120 cm3 of ethanol is heated at a temperature close to 75° C. for 35 minutes. After cooling to about 20° C., the reaction mixture is taken up in 100 cm3 of water and extracted once with 100 cm3 and twice with 50 cm3 of trichloromethane. The combined organic extracts are washed with 3 times 50 cm3 of water, dried over magnesium ... The solvent is O (water), N12CCCCCC2=NCCC1 (1,8-diazabicyclo[5.4.0]undec-7-ene), C(C)O (ethanol). Reaction conditions: temperature 20 celsius. Reactants: ClC1=NC2=CC(=C(C=C2C=C1C(=O)C(C(=O)OCC)=CNC1CC1)F)F (ethyl 2-(2-chloro-6,7-difluoroquinoline-3-carbonyl)-3-cyclopropylaminoacrylate), C(C)(C)OC(C)C (diisopropyl ether). Yields the product C1(CC1)N1C=C(C(C=2C=C3C(=NC12)C=C(C(=C3)F)F)=O)C(=O)OCC (1-cyclopropyl-3-ethoxycarbonyl-7,8-difluoro-4-oxo-1,4-dihydro-benzo[b][1,8]naphthyridine). Yield: 74.9%. RXN SMILES: Cl[C:2]1[C:11]([C:12]([C:14](=[CH:20][NH:21][CH:22]2[CH2:24][CH2:23]2)[C:15]([O:17][CH2:18][CH3:19])=[O:16])=[O:13])=[CH:10][C:9]2[C:4](=[CH:5][C:6]([F:26])=[C:7]([F:25])[CH:8]=2)[N:3]=1.C(OC(C)C)(C)C>N12CCCN=C1CCCCC2.C(O)C.O>[CH:22]1([N:21]2[C:2]3[N:3]=[C:4]4[CH:5]=[C:6]([F:26])[C:7]([F:25])=[CH:8][C:9]4=[CH:10][C:11]=3[C:12](=[O:13])[C:14]([C:15]([O:17][CH2:18][CH3:19])=[O:16])=[CH:20]2)[CH2:24][CH2:23]1. Reactants: ice water, potassium tert.-butylate, ClC(C1=CC=C(C=C1)C)P(OCC)(OCC)=O (diethyl 1-chloro-1-(4-tolyl)-methylphosphonate), C(=O)C1=CC=2C(CCC(C2C=C1OC)(C)C)(C)C (2-formyl-5,6,7,8-tetrahydro-3-methoxy-5,5,8,8-tetramethylnaphthalene). Solvent: CS(=O)C (dimethyl sulfoxide), CS(=O)C (dimethyl sulfoxide). Conditions: time 30 minute. Product: COC=1C(=CC=2C(CCC(C2C1)(C)C)(C)C)C#CC1=CC=C(C=C1)C ((5,6,7,8-Tetrahydro-3-methoxy-5,5,8,8-tetramethylnaphth-2-yl)-(4-tolyl)-acetylene). Isolated yield 50.8%. As a reaction SMILES: Cl[CH:2](P(=O)(OCC)OCC)[C:3]1[CH:8]=[CH:7][C:6]([CH3:9])=[CH:5][CH:4]=1.[CH:18]([C:20]1[C:29]([O:30][CH3:31])=[CH:28][C:27]2[C:26]([CH3:33])([CH3:32])[CH2:25][CH2:24][C:23]([CH3:35])([CH3:34])[C:22]=2[CH:21]=1)=O>CS(C)=O>[CH3:31][O:30][C:29]1[C:20]([C:18]#[C:2][C:3]2[CH:4]=[CH:5][C:6]([CH3:9])=[CH:7][CH:8]=2)=[CH:21][C:22]2[C:23]([CH3:35])([CH3:34])[CH2:24][CH2:25][C:26]([CH3:32])([CH3:33])[C:27]=2[CH:28]=1. Procedure details: A solution of 20.2 g (0.18 mole) of potassium tert.-butylate in 45 ml of dimethyl sulfoxide was added dropwise to a solution of 23.2 g (0.09 mole) of diethyl 1-chloro-1-(4-tolyl)-methylphosphonate and 22.1 g (0.09 mole) of 2-formyl-5,6,7,8-tetrahydro-3-methoxy-5,5,8,8-tetramethylnaphthalene in 270 ml of dry dimethyl sulfoxide at room temperature. The mixture was stirred for 30 minutes, poured onto 1 liter of ice water and extracted three times with ether. The ether phase was washed twice with wa... Reactants: CCCCCC (hexane), NCC(=O)N1C2=C(N(C([C@@H]3[C@H]1CCC3)=O)CC3=CC=CC=C3)C=CC=C2 ((3aR*,10aS*)-4-(aminoacetyl)-9-benzyl-2,3,3a,4,9,10a-hexahydrobenzo[b]cyclopenta-[e][1,4]diazepin-10(1H)-one), ClC=1C=C2C(C(=O)OC2=O)=CC1 (4-chlorophthalic anhydride), O (water). Run in C1(=CC=CC=C1)C (toluene). Yields the product C(C1=CC=CC=C1)N1C2=C(N([C@H]3[C@@H](C1=O)CCC3)C(CN3C(C=1C(C3=O)=CC(=CC1)Cl)=O)=O)C=CC=C2 ((3aR*,10aS*)-9-Benzyl-4-((4-chlorophthalimido)acetyl)-2,3,3a,4,9,10a-hexahydrobenzo[b]cyclopenta[e][1,4]-diazepin-10(1H)-one). Isolated yield 75.5%. As a reaction SMILES: [NH2:1][CH2:2][C:3]([N:5]1[C@@H:11]2[CH2:12][CH2:13][CH2:14][C@@H:10]2[C:9](=[O:15])[N:8]([CH2:16][C:17]2[CH:22]=[CH:21][CH:20]=[CH:19][CH:18]=2)[C:7]2[CH:23]=[CH:24][CH:25]=[CH:26][C:6]1=2)=[O:4].[Cl:27][C:28]1[CH:29]=[C:30]2[C:35](=O)[O:34][C:32](=[O:33])[C:31]2=[CH:37][CH:38]=1.O.CCCCCC>C1(C)C=CC=CC=1>[CH2:16]([N:8]1[C:9](=[O:15])[C@H:10]2[CH2:14][CH2:13][CH2:12][C@H:11]2[N:5]([C:3](=[O:4])[CH2:2][N:1]2[C:35](=[O:34])[C:30]3=[CH:29][C:28]([Cl:27])=[CH:38][CH:37]=[C:31]3[C:32]2=[O:33])[C:6]2[CH:26]=[CH:25][CH:24]=[CH:23][C:7]1=2)[C:17]1[CH:18]=[CH:19][CH:20]=[CH:21][CH:22]=1. Procedure: A suspension of (3aR*,10aS*)-4-(aminoacetyl)-9-benzyl-2,3,3a,4,9,10a-hexahydrobenzo[b]cyclopenta-[e][1,4]diazepin-10(1H)-one (0.58 g, 1.7 mmol) and 4-chlorophthalic anhydride (0.31 g, 1.7 mmol) in toluene (10 mL) was refluxed for 3.5 hours using a Dean-Stark water separator. The reaction mixture was left standing for cooling at room temperatures, to which was added hexane. The resulting solid was collected by filtration, which was recrystallized from chloroform-hexane to give 0.66 g (yield 75%) ... Starting materials: CC(C(=O)OC)(CC(CCCCO[Si](C)(C)C(C)(C)C)CCCC=1C=NC=CC1)C (methyl 2,2-dimethyl-4-[3-(3-pyridyl)propyl]-8-(t-butyldimethylsilyloxy)-octanoate), [F-].C(CCC)[N+](CCCC)(CCCC)CCCC (tetra-n-butylammonium fluoride). Run in O1CCCC1 (tetrahydrofuran), O1CCCC1 (tetrahydrofuran). Run at time 1 hour. Yields the product CC(C(=O)OC)(CC(CCCCO)CCCC=1C=NC=CC1)C (methyl 2,2-dimethyl-4-[3-(3-pyridyl)propyl]-8-hydroxyoctanoate). Reaction SMILES: [CH3:1][C:2]([CH3:30])([CH2:7][CH:8]([CH2:21][CH2:22][CH2:23][C:24]1[CH:25]=[N:26][CH:27]=[CH:28][CH:29]=1)[CH2:9][CH2:10][CH2:11][CH2:12][O:13][Si](C(C)(C)C)(C)C)[C:3]([O:5][CH3:6])=[O:4].[F-].C([N+](CCCC)(CCCC)CCCC)CCC>O1CCCC1>[CH3:1][C:2]([CH3:30])([CH2:7][CH:8]([CH2:21][CH2:22][CH2:23][C:24]1[CH:25]=[N:26][CH:27]=[CH:28][CH:29]=1)[CH2:9][CH2:10][CH2:11][CH2:12][OH:13])[C:3]([O:5][CH3:6])=[O:4] |f:1.2|. Procedure details: To a solution of 1.85 g (4.2 mmol) of methyl 2,2-dimethyl-4-[3-(3-pyridyl)propyl]-8-(t-butyldimethylsilyloxy)-octanoate in 2 ml dry tetrahydrofuran is added 4.8 ml (4.8 mmol) of 1M tetra-n-butylammonium fluoride in tetrahydrofuran and the mixture is stirred for 1 h. The reaction is quenched by addition of saturated ammonium chloride solution and the mixture is extracted with ethyl acetate. The organic phase is washed with water and brine, dried, filtered and concentrated. The residue is purified... Starting materials: P(=O)(Cl)(Cl)Cl (Phosphorus oxychloride), CC1=C(C=NC=C1)N1N=CC=2C1=NC=NC2O (1-(4-methylpyridin-3-yl)-1H-pyrazolo[3,4-d]pyrimidin-4-ol). Run at temperature 100 celsius, time 2 hour. The product is ClC1=C2C(=NC=N1)N(N=C2)C=2C=NC=CC2C (4-chloro-1-(4-methylpyridin-3-yl)-1H-pyrazolo[3,4-d]pyrimidine). As a reaction SMILES: P(Cl)(Cl)([Cl:3])=O.[CH3:6][C:7]1[CH:12]=[CH:11][N:10]=[CH:9][C:8]=1[N:13]1[C:17]2=[N:18][CH:19]=[N:20][C:21](O)=[C:16]2[CH:15]=[N:14]1>>[Cl:3][C:21]1[N:20]=[CH:19][N:18]=[C:17]2[N:13]([C:8]3[CH:9]=[N:10][CH:11]=[CH:12][C:7]=3[CH3:6])[N:14]=[CH:15][C:16]=12. Procedure: Phosphorus oxychloride (5.10 ml, 54.75 mmol) was added to 1-(4-methylpyridin-3-yl)-1H-pyrazolo[3,4-d]pyrimidin-4-ol (0.622 g, 2.74 mmol). The resulting solution was stirred at 100° C. for 2 hours. The reaction mixture was evaporated. Toluene was added to the residue and the reaction mixture was concentrated. This was repeated to remove excess POCl3. The residue was dissolved in DMF (15 mL) and MP carbonate was added (˜3 g) and allowed to stir overnight. The DMF was evaporated in vacuo to afford ... Reactants: C(=O)OC1=CC=C(C=C1)[N+](=O)[O-] (4-nitrophenyl formate), C([O-])([O-])=O.[K+].[K+] (potassium carbonate), Cl.Cl.NCC(C)(C)NCC(=O)N1[C@@H](CCC1)C#N ((S)-1-[(2-Amino-1,1-dimethylethyl)aminoacetyl]-pyrrolidine-2-carbonitrile dihydrochloride). Run in C(C)#N (acetonitrile). Reaction conditions: time 16 hour. Product: C(#N)[C@H]1N(CCC1)C(CNC(CNC=O)(C)C)=O ((S)-N-{2-[2-(2-cyanopyrrolidin-1-yl)-2-oxoethylamino]-2-methyl-1-propyl}-formamide). Isolated yield 55.2%. As a reaction SMILES: Cl.Cl.[NH2:3][CH2:4][C:5]([NH:8][CH2:9][C:10]([N:12]1[CH2:16][CH2:15][CH2:14][C@H:13]1[C:17]#[N:18])=[O:11])([CH3:7])[CH3:6].[CH:19](OC1C=CC([N+]([O-])=O)=CC=1)=[O:20].C(=O)([O-])[O-].[K+].[K+]>C(#N)C>[C:17]([C@@H:13]1[CH2:14][CH2:15][CH2:16][N:12]1[C:10](=[O:11])[CH2:9][NH:8][C:5]([CH3:7])([CH3:6])[CH2:4][NH:3][CH:19]=[O:20])#[N:18] |f:0.1.2,4.5.6|. Procedure: (S)-1-[(2-Amino-1,1-dimethylethyl)aminoacetyl]-pyrrolidine-2-carbonitrile dihydrochloride (1.48 g) was dissolved in acetonitrile (50 ml), and 4-nitrophenyl formate (1.00 g) and potassium carbonate (1.37 g) were added thereto and stirred for 16 hours at room temperature. The reaction mixture was concentrated under reduced pressure, and the residue was purified by column chromatography (eluting solvent; dichloromethane:methanol 5:1) to give (S)-N-{2-[2-(2-cyanopyrrolidin-1-yl)-2-oxoethylamino]-2-m... The reactants are Cl.Cl.COC([C@H](CC1=CC=C(C=C1)C1=C(C(=NC=C1)C)C)NC(=O)[C@H]1NCC=2C=C3C(=CC2C1)OC[C@@H](O3)C3=CC=C(C=C3)OCC3CCCCC3)=O ((S)-2-{[(3S,8S)-3-(4-cyclohexylmethoxy-phenyl)-2,3,6,7,8,9-hexahydro-[1,4]dioxino[2,3-g]isoquinoline-8-carbonyl]-amino}-3-[4-(2,3-dimethyl-pyridin-4-yl)-phenyl]-propionic acid methyl ester bis hydrochloride), CC=1C=C(C(=O)Cl)C=CC1 (3-methylbenzoyl chloride). Run in CCOC(=O)C (EtOAc), C(=O)(O)[O-].[Na+] (NaHCO3). Conditions: time 1 hour. The product is C1(CCCCC1)COC1=CC=C(C=C1)[C@@H]1OC=2C(=CC=3C[C@H](N(CC3C2)C(C2=CC(=CC=C2)C)=O)C(=O)N[C@H](C(=O)O)CC2=CC=C(C=C2)C2=C(C(=NC=C2)C)C)OC1 ((S)-2-{[(3S,8S)-3-(4-Cyclohexylmethoxy-phenyl)-7-(3-methyl-benzoyl)-2,3,6,7,8,9-hexahydro-[1,4]dioxino[2,3-g]isoquinoline-8-carbonyl]-amino}-3-[4-(2,3-dimethyl-pyridin-4-yl)-phenyl]-propionic acid). Reaction SMILES: Cl.Cl.C[O:4][C:5](=[O:53])[C@@H:6]([NH:22][C:23]([C@@H:25]1[CH2:34][C:33]2[CH:32]=[C:31]3[O:35][CH2:36][C@H:37]([C:39]4[CH:44]=[CH:43][C:42]([O:45][CH2:46][CH:47]5[CH2:52][CH2:51][CH2:50][CH2:49][CH2:48]5)=[CH:41][CH:40]=4)[O:38][C:30]3=[CH:29][C:28]=2[CH2:27][NH:26]1)=[O:24])[CH2:7][C:8]1[CH:13]=[CH:12][C:11]([C:14]2[CH:19]=[CH:18][N:17]=[C:16]([CH3:20])[C:15]=2[CH3:21])=[CH:10][CH:9]=1.[CH3:54][C:55]1[CH:56]=[C:57]([CH:61]=[CH:62][CH:63]=1)[C:58](Cl)=[O:59]>CCOC(C)=O.C([O-])(O)=O.[Na+]>[CH:47]1([CH2:46][O:45][C:42]2[CH:41]=[CH:40][C:39]([C@H:37]3[CH2:36][O:35][C:31]4=[CH:32][C:33]5[CH2:34][C@@H:25]([C:23]([NH:22][C@@H:6]([CH2:7][C:8]6[CH:9]=[CH:10][C:11]([C:14]7[CH:19]=[CH:18][N:17]=[C:16]([CH3:20])[C:15]=7[CH3:21])=[CH:12][CH:13]=6)[C:5]([OH:53])=[O:4])=[O:24])[N:26]([C:58](=[O:59])[C:57]6[CH:61]=[CH:62][CH:63]=[C:55]([CH3:54])[CH:56]=6)[CH2:27][C:28]=5[CH:29]=[C:30]4[O:38]3)=[CH:44][CH:43]=2)[CH2:52][CH2:51][CH2:50][CH2:49][CH2:48]1 |f:0.1.2,5.6|. Procedure details: (S)-2-{[(3S,8S)-3-(4-cyclohexylmethoxy-phenyl)-2,3,6,7,8,9-hexahydro-[1,4]dioxino[2,3-g]isoquinoline-8-carbonyl]-amino}-3-[4-(2,3-dimethyl-pyridin-4-yl)-phenyl]-propionic acid methyl ester bis hydrochloride (20 mg) was dissolved in 1:1 EtOAc and saturated aqueous NaHCO3 and 3-methylbenzoyl chloride (3 eq) added. After stirring at room temperature 1 hour, the layers were separated and the organic layer was dried over Na2SO4 and evaporated. The residue was purified by over silica (hexanes to 8:2 h... The reactants are Br, Br, O=C([O-])O, CCCCO, O=C1OC(CCCCl)CN1c1ccccc1, [I-], [K+], [Na+], Oc1ccccc1N1CCNCC1. Yields the product O=C1OC(CCCN2CCN(c3ccccc3O)CC2)CN1c1ccccc1, Cl. RXN SMILES: [BrH:17].[BrH:18].[C:32](=[O:33])([OH:34])[O-:35].[CH2:39]([OH:40])[CH2:41][CH2:42][CH3:43].[Cl:1][CH2:2][CH2:3][CH2:4][CH:5]1[CH2:6][N:7]([c:11]2[cH:12][cH:13][cH:14][cH:15][cH:16]2)[C:8](=[O:10])[O:9]1.[I-:38].[K+:37].[Na+:36].[OH:19][c:20]1[c:21]([N:26]2[CH2:27][CH2:28][NH:29][CH2:30][CH2:31]2)[cH:22][cH:23][cH:24][cH:25]1>>[CH2:2]([CH2:3][CH2:4][CH:5]1[CH2:6][N:7]([c:11]2[cH:12][cH:13][cH:14][cH:15][cH:16]2)[C:8](=[O:10])[O:9]1)[N:29]1[CH2:28][CH2:27][N:26]([c:21]2[c:20]([OH:19])[cH:25][cH:24][cH:23][cH:22]2)[CH2:31][CH2:30]1.[ClH:1].